Dataset: the Open Reaction Database (ORD), a public repository of structured organic reaction records. Task: describe an organic reaction: reactants, conditions, products, and yield Starting materials: ClC(OC1=CC=CC=C1)(Cl)Cl (trichloroanisole), ClC1=C(C=C(C(=C1)Cl)Cl)Cl (1,2,4,5-tetrachlorobenzene), [Cl-].[Cl-].[Cl-].[Al+3] (aluminium trichloride). Solvent: C=1(C(=CC=CC1)C)C (xylene). The product is ClC1=C(C(=C(C=C1)O)Cl)Cl (Trichlorophenol). Yield: 97.0%. RXN SMILES: ClC(Cl)(Cl)[O:3][C:4]1[CH:9]=[CH:8][CH:7]=[CH:6][CH:5]=1.ClC1C=C(Cl)C(Cl)=CC=1Cl.[Cl-:22].[Cl-:23].[Cl-:24].[Al+3]>C1(C)C(C)=CC=CC=1>[Cl:22][C:7]1[CH:8]=[CH:9][C:4]([OH:3])=[C:5]([Cl:23])[C:6]=1[Cl:24] |f:2.3.4.5|. Procedure: A mixture of trichloroanisole (0.1 g mol; 21.15 g) and 1,2,4,5-tetrachlorobenzene (10 g) in xylene (80 ml) was heated at 80° C. with aluminium trichloride (0.05 mole; 6.65 g) for five hours. Trichlorophenol was isolated in 97% yield (based on trichloroanisole) as described in Example I below. Unchanged tetrachlorobenzene, together with xylene self condensation product (total 13.25 g) was isolated from the neutral product fraction after solvent removal. RXN SMILES: NC1N=C(C)C2C(=NO)CC(C3C=CC=CC=3C3C=CC=CC=3)CC=2N=1.Cl.ClCC[CH:31]1[O:36][CH2:35][CH2:34][NH:33][CH2:32]1.[H-].[Na+].CN(C)C[CH2:42][CH2:43][O:44][N:45]=[C:46]1[CH2:55][CH:54]([C:56]2[CH:61]=[C:60](F)[CH:59]=[CH:58][C:57]=2[C:63]2[CH:68]=[CH:67][CH:66]=[CH:65][CH:64]=2)[CH2:53][C:52]2[N:51]=[C:50]([NH2:69])[N:49]=[C:48]([CH3:70])[C:47]1=2>>[N:33]1([CH2:42][CH2:43][O:44][N:45]=[C:46]2[CH2:55][CH:54]([C:56]3[CH:61]=[CH:60][CH:59]=[CH:58][C:57]=3[C:63]3[CH:68]=[CH:67][CH:66]=[CH:65][CH:64]=3)[CH2:53][C:52]3[N:51]=[C:50]([NH2:69])[N:49]=[C:48]([CH3:70])[C:47]2=3)[CH2:32][CH2:31][O:36][CH2:35][CH2:34]1 |f:1.2,3.4|. The reactants are CN(CCCON=C1C=2C(=NC(=NC2CC(C1)C1=C(C=CC(=C1)F)C1=CC=CC=C1)N)C)C (2-amino-7-(4-fluoro-biphenyl-2-yl)-4-methyl-7,8-dihydro-6H-quinazolin-5-one O-(3-dimethylamino-propyl)-oxime), NC1=NC=2CC(CC(C2C(=N1)C)=NO)C1=C(C=CC=C1)C1=CC=CC=C1 (2-amino-7-biphenyl-2-yl-4-methyl-7,8-dihydro-6H-quinazolin-5-one oxime), compound 66, Cl.ClCCC1CNCCO1 (2-(chloro-ethyl)-morpholine hydrochloride), [H-].[Na+] (sodium hydride), CN(CCCON=C1C=2C(=NC(=NC2CC(C1)C1=C(C=CC(=C1)F)C1=CC=CC=C1)N)C)C (2-amino-7-(4-fluoro-biphenyl-2-yl)-4-methyl-7,8-dihydro-6H-quinazolin-5-one O-(3-dimethylamino-propyl)-oxime). Product: N1(CCOCC1)CCON=C1C=2C(=NC(=NC2CC(C1)C1=C(C=CC=C1)C1=CC=CC=C1)N)C (2-Amino-7-biphenyl-2-yl-4-methyl-7,8-dihydro-6H-quinazolin-5-one O-(2-morpholin-4-yl-ethyl)-oxime). Procedure: The title compound was prepared from 2-amino-7-biphenyl-2-yl-4-methyl-7,8-dihydro-6H-quinazolin-5-one oxime, compound 66, (30 mg, 0.087 mmol), 2-(chloro-ethyl)-morpholine hydrochloride (32 mg, 0.214 mmol) and sodium hydride (60% dispersion in oil) (18 mg, 0.470 mmol), following the same procedure used for 2-amino-7-(4-fluoro-biphenyl-2-yl)-4-methyl-7,8-dihydro-6H-quinazolin-5-one O-(3-dimethylamino-propyl)-oxime (compound 88). Starting materials: ClC1=C(C=C(C=C1)[N+](=O)[O-])O (2-chloro-5-nitrophenol), [Cl-].[Ca+2].[Cl-] (calcium chloride), reduced iron, O (water). Run in C(C)O (ethanol). Run at temperature 90 celsius. Yields the product NC=1C=CC(=C(C1)O)Cl (5-amino-2-chlorophenol). The yield is 92.4%. RXN SMILES: [Cl:1][C:2]1[CH:7]=[CH:6][C:5]([N+:8]([O-])=O)=[CH:4][C:3]=1[OH:11].[Cl-].[Ca+2].[Cl-].O>C(O)C>[NH2:8][C:5]1[CH:6]=[CH:7][C:2]([Cl:1])=[C:3]([OH:11])[CH:4]=1 |f:1.2.3|. Reported procedure: A suspension of 2-chloro-5-nitrophenol (25.0 g, 144 mmol), calcium chloride (40 g, 360 mmol) and reduced iron (40.2 g, 720 mmol) in ethanol (500 mL)/water (50 mL) was stirred with heating at 90° C. for 4 hr. After the reaction mixture was cooled to room temperature, the insoluble material was filtered off through a pad filled with celite, and washed with ethanol. The filtrate and the washing fluid were combined, and concentrated under reduced pressure. The obtained residue was diluted with ethyl... The reactants are CC(C)(C)[O-], CI, CN(C)C=O, [K+], S=C1Nc2ccccc2N2CCN(c3ccccc3)CCN12. Yields the product CSC1=Nc2ccccc2N2CCN(c3ccccc3)CCN12. As a reaction SMILES: [CH3:23][C:24]([CH3:25])([O-:26])[CH3:27].[CH3:29][I:30].[CH3:31][N:32]([CH3:33])[CH:34]=[O:35].[K+:28].[c:1]1([N:7]2[CH2:8][CH2:9][N:10]3[N:11]([c:12]4[c:13]([cH:17][cH:18][cH:19][cH:20]4)[NH:14][C:15]3=[S:16])[CH2:21][CH2:22]2)[cH:2][cH:3][cH:4][cH:5][cH:6]1>>[c:1]1([N:7]2[CH2:8][CH2:9][N:10]3[N:11]([c:12]4[c:13]([cH:17][cH:18][cH:19][cH:20]4)[N:14]=[C:15]3[S:16][CH3:23])[CH2:21][CH2:22]2)[cH:2][cH:3][cH:4][cH:5][cH:6]1. Starting materials: S([O-])(O)=O.[Na+] (sodium bisulfite), solution, [N+](=O)([O-])C=1C=C2C(=NN(C2=CC1)C1OCCCC1)C=O (5-Nitro-1-(tetrahydro-2H-pyran-2-yl)-1H-indazole-3-carbaldehyde), CC1OCCN(C1)C=1C=C(C(=CC1)N)N (4-(2-methylmorpholino)benzene-1,2-diamine). Reagents/catalysts: Cl (HCl). Run in C(C)(=O)OCC (ethyl acetate), C1CCOC1 (THF). Conditions: temperature 70 celsius. Yields the product CC1CN(CCO1)C1=CC2=C(NC(=N2)C2=NN(C3=CC=C(C=C23)[N+](=O)[O-])C2OCCCC2)C=C1 (2-methyl-4-(2-(5-nitro-1-(tetrahydro-2H-pyran-2-yl)-1H-indazol-3-yl)-1H-benzo[d]imidazol-5-yl)morpholine). The yield is 55.5%. Reaction SMILES: [N+:1]([C:4]1[CH:5]=[C:6]2[C:10](=[CH:11][CH:12]=1)[N:9]([CH:13]1[CH2:18][CH2:17][CH2:16][CH2:15][O:14]1)[N:8]=[C:7]2[CH:19]=O)([O-:3])=[O:2].[CH3:21][CH:22]1[CH2:27][N:26]([C:28]2[CH:29]=[C:30]([NH2:35])[C:31]([NH2:34])=[CH:32][CH:33]=2)[CH2:25][CH2:24][O:23]1.S(=O)(O)[O-].[Na+]>C1COCC1.Cl.C(OCC)(=O)C>[CH3:21][CH:22]1[O:23][CH2:24][CH2:25][N:26]([C:28]2[CH:33]=[CH:32][C:31]3[NH:34][C:19]([C:7]4[C:6]5[C:10](=[CH:11][CH:12]=[C:4]([N+:1]([O-:3])=[O:2])[CH:5]=5)[N:9]([CH:13]5[CH2:18][CH2:17][CH2:16][CH2:15][O:14]5)[N:8]=4)=[N:35][C:30]=3[CH:29]=2)[CH2:27]1 |f:2.3|. Reported procedure: 5-Nitro-1-(tetrahydro-2H-pyran-2-yl)-1H-indazole-3-carbaldehyde (150 mg, 0.545 mmol) and 4-(2-methylmorpholino)benzene-1,2-diamine (113 mg, 0.545 mmol) were dissolved in THF (10 mL) and 2N HCl (1 drop) was added. The solution was heated at a gentle reflux for 30 min. Then, 1N sodium bisulfite (104 mg, 1 mmol; 2 mL of a 1N solution) was added and heated at reflux (70° C.) overnight. The solution was cooled to room temperature, and diluted with ethyl acetate (40 mL). The mixture was washed with wa...